The task is: describe an organic reaction: reactants, conditions, products, and yield. This data is from the Open Reaction Database (ORD), a public repository of structured organic reaction records. The reactants are C([O-])([O-])=O.[K+].[K+] (potassium carbonate), paraffin, C(CCCCCCCCCCCCCCCCC)(=O)O (stearic acid). Run in O (water). Product: C(CCCCCCC\C=C/CCCCCCCC)(=O)O (oleic acid). Isolated yield 1.0%. As a reaction SMILES: C(=O)([O-])[O-].[K+].[K+].[C:7]([OH:26])(=[O:25])[CH2:8][CH2:9][CH2:10][CH2:11][CH2:12][CH2:13][CH2:14][CH2:15][CH2:16][CH2:17][CH2:18][CH2:19][CH2:20][CH2:21][CH2:22][CH2:23][CH3:24]>O>[C:7]([OH:26])(=[O:25])[CH2:8][CH2:9][CH2:10][CH2:11][CH2:12][CH2:13][CH2:14]/[CH:15]=[CH:16]\[CH2:17][CH2:18][CH2:19][CH2:20][CH2:21][CH2:22][CH2:23][CH3:24] |f:0.1.2|. Procedure: A solution containing 67.8% water, 1.2% of potassium carbonate, 25% paraffin, 5% stearic acid and 1% oleic acid is formed by melting the stearic acid, oleic acid and paraffin at about 90° to 100° C. and adding an aqueous solution of the potassium carbonate at 90° to 100° C. The resultant solution is stirred for more than 10 minutes at the temperature of 90° to 100° C. in a mixer at 1500 to 3600 r.p.m. until the apparent volume swells to about twice the original volume. This well stirred solution... The reactants are Cl.ClC1=CC=C(C2=CC=CC=C12)CC1CCNCC1 (4-[(4-chloro-1-naphthyl)methyl]piperidine hydrochloride), Cl.N1CCC(CC1)C(=O)C1=CC2=CC=CC=C2C=C1 (2-naphthyl 4-piperidyl ketone hydrochloride). The product is Cl.ClC1=CC=C(C2=CC=CC=C12)CC1CCN(CC1)CCCC(=O)C1=CC=CC=C1 (4-[4-((4-chloro-1-naphthyl)methyl)-1-piperidyl]-1-phenyl-1-butanone hydrochloride). As a reaction SMILES: Cl.[Cl:2][C:3]1[C:12]2[C:7](=[CH:8][CH:9]=[CH:10][CH:11]=2)[C:6]([CH2:13][CH:14]2[CH2:19][CH2:18][NH:17][CH2:16][CH2:15]2)=[CH:5][CH:4]=1.Cl.N1CC[CH:24]([C:27]([C:29]2[CH:38]=[CH:37][C:36]3[C:31](=CC=CC=3)[CH:30]=2)=[O:28])[CH2:23][CH2:22]1>>[ClH:2].[Cl:2][C:3]1[C:12]2[C:7](=[CH:8][CH:9]=[CH:10][CH:11]=2)[C:6]([CH2:13][CH:14]2[CH2:15][CH2:16][N:17]([CH2:22][CH2:23][CH2:24][C:27]([C:29]3[CH:38]=[CH:37][CH:36]=[CH:31][CH:30]=3)=[O:28])[CH2:18][CH2:19]2)=[CH:5][CH:4]=1 |f:0.1,2.3,4.5|. Procedure details: When in the procedure of Example 19, 4-[(4-chloro-1-naphthyl)methyl]piperidine hydrochloride is substituted for 2-naphthyl 4-piperidyl ketone hydrochloride, 4-[4-((4-chloro-1-naphthyl)methyl)-1-piperidyl]-1-phenyl-1-butanone hydrochloride is produced. Starting materials: NCC1=NC=CC=C1 (2-(aminomethyl)pyridine), C(OC)COC (dimethoxyethane), ClCC(=O)N(CCCCCCCC)CCCCCCCC (2-chloro-N,N-dioctylacetamide), C(C)(C)N(CC)C(C)C (diisopropylethylamine). The solvent is CCCCCCC (heptane). Yields the product N1=C(C(=CC=C1)C(=O)N)C(=O)N (Pyridine diamide). Reaction SMILES: [NH2:1][CH2:2][C:3]1[CH:8]=[CH:7][CH:6]=[CH:5][N:4]=1.ClC[C:11]([N:13](CCCCCCCC)CCCCCCCC)=[O:12].C(N(C(C)C)CC)(C)C.C(COC)[O:40]C>CCCCCCC>[N:4]1[CH:5]=[CH:6][CH:7]=[C:8]([C:11]([NH2:13])=[O:12])[C:3]=1[C:2]([NH2:1])=[O:40]. Reported procedure: Pyridine diamide 5 was prepared according to the general procedure described in Example 8 using 2-(aminomethyl)pyridine (0.019 mol), 2-chloro-N,N-dioctylacetamide (0.056 mol), diisopropylethylamine (0.056 mol) and dimethoxyethane (30 mL). The product was isolated from the heptane extraction of the acidic aqueous layer. The product was made basic by extraction with aqueous NaOH. The organic solution was concentrated, and the residue was distilled (150°-200° C., 0.10 mm).